From a dataset of the Open Reaction Database (ORD), a public repository of structured organic reaction records. describe an organic reaction: reactants, conditions, products, and yield Starting materials: C(CC)#N (propionitrile), [O-2].[Ca+2] (calcium oxide), [Ca] (calcium), [OH-].[Ca+2].[OH-] (calcium hydroxide). Run in O (water). The product is C(CC)(=O)[O-].[Ca+2].C(CC)(=O)[O-] (calcium propionate). Reaction SMILES: [C:1](#N)[CH2:2][CH3:3].[Ca:5].[OH-:6].[Ca+2].[OH-:8].[O-2].[Ca+2]>O>[C:1]([O-:8])(=[O:6])[CH2:2][CH3:3].[Ca+2:5].[C:1]([O-:8])(=[O:6])[CH2:2][CH3:3] |f:2.3.4,5.6,8.9.10|. Procedure details: A process for producing a calcium propionate comprising contacting propionitrile, a calcium compound selected from calcium hydroxide, calcium oxide or mixtures thereof, and water at a temperature of about 90° C. to about 250° C. at a sufficient pressure to achieve the desired temperature and for a sufficient time to produce a reaction mixture comprising calcium propionate;